This data is from the Open Reaction Database (ORD), a public repository of structured organic reaction records. The task is: describe an organic reaction: reactants, conditions, products, and yield Yields the product COc1cc(CO)ccc1Br. As a reaction SMILES: [BH3:13].[Br:1][c:2]1[c:3]([O:11][CH3:12])[cH:4][c:5]([C:6](=[O:7])[OH:8])[cH:9][cH:10]1.[CH3:14][OH:15].[O:16]1[CH2:17][CH2:18][CH2:19][CH2:20]1>>[Br:1][c:2]1[c:3]([O:11][CH3:12])[cH:4][c:5]([CH2:6][OH:7])[cH:9][cH:10]1. Starting materials: B, COc1cc(C(=O)O)ccc1Br, CO, C1CCOC1. The reactants are CN(C1=NC=C(C=C1)N)C1CCOCC1 (N2-methyl-N2-(tetrahydro-2H-pyran-4-yl)pyridine-2,5-diamine), N(=O)[O-].[Na+] (NaNO2), Br (HBr), CuBr, Br (HBr), [OH-].[Na+] (NaOH). Solvent: O (H2O). Conditions: temperature 0 celsius, time 40 minute. The product is BrC=1C=CC(=NC1)N(C1CCOCC1)C (5-bromo-N-methyl-N-(tetrahydro-2H-pyran-4-yl)pyridin-2-amine). As a reaction SMILES: [CH3:1][N:2]([CH:10]1[CH2:15][CH2:14][O:13][CH2:12][CH2:11]1)[C:3]1[CH:8]=[CH:7][C:6](N)=[CH:5][N:4]=1.N([O-])=O.[Na+].[OH-].[Na+].[BrH:22]>O>[Br:22][C:6]1[CH:7]=[CH:8][C:3]([N:2]([CH3:1])[CH:10]2[CH2:15][CH2:14][O:13][CH2:12][CH2:11]2)=[N:4][CH:5]=1 |f:1.2,3.4|. Procedure details: To a solution of N2-methyl-N2-(tetrahydro-2H-pyran-4-yl)pyridine-2,5-diamine (150 mg, 0.73 mmol) in 2 mL of aq HBr was added a solution of NaNO2 (55 mg, 0.80 mmol) in 1 mL of H2O at 0° C. Then the mixture was stirred at 0° C. for 40 minutes. After that, the mixture was poured into a solution of CuBr (220 mg, 1.53 mmol) in 2 mL aq HBr at 0° C., the reaction was heated to 60° C. and stirred for 2 hours. After cooling, the mixture was based with 2M NaOH to pH=8-9 and extracted with EA, washed with ...